From a dataset of the Open Reaction Database (ORD), a public repository of structured organic reaction records. describe an organic reaction: reactants, conditions, products, and yield The reactants are BrCCCC1=CC=CC=C1 (1bromo-3-phenylpropane), C1(=CC=CC=C1)P(C1=CC=CC=C1)C1=CC=CC=C1 (triphenylphosphine). Reaction conditions: temperature 100 celsius. Yields the product [Br-].C1(=CC=CC=C1)CCC[P+](C1=CC=CC=C1)(C1=CC=CC=C1)C1=CC=CC=C1 (3-Phenylpropyl triphenylphosphonium bromide). Yield: 96.0%. Reaction SMILES: [Br:1][CH2:2][CH2:3][CH2:4][C:5]1[CH:10]=[CH:9][CH:8]=[CH:7][CH:6]=1.[C:11]1([P:17]([C:24]2[CH:29]=[CH:28][CH:27]=[CH:26][CH:25]=2)[C:18]2[CH:23]=[CH:22][CH:21]=[CH:20][CH:19]=2)[CH:16]=[CH:15][CH:14]=[CH:13][CH:12]=1>>[Br-:1].[C:5]1([CH2:4][CH2:3][CH2:2][P+:17]([C:18]2[CH:19]=[CH:20][CH:21]=[CH:22][CH:23]=2)([C:24]2[CH:29]=[CH:28][CH:27]=[CH:26][CH:25]=2)[C:11]2[CH:12]=[CH:13][CH:14]=[CH:15][CH:16]=2)[CH:10]=[CH:9][CH:8]=[CH:7][CH:6]=1 |f:2.3|. Procedure details: A magnetically stirred suspension of 1bromo-3-phenylpropane (Aldrich, 13.7 ml, 90 mmol) and triphenylphosphine (47.2 g, 180 mmole) was heated at 100° C. (Oil bath) for 2.0 hours. The resulting while solid was then cooled and triturated with ether (5X) to remove most of the unreacted triphenylphosphine, to give Part A(1) compound in 96% yield (wt. 40.0 g). Starting materials: CC=1C=C(SC1)C1=NNC=C1 (3-(4-methyl-2-thienyl)-1H-pyrazole), IC(C)C (2-iodopropane), O (Water), [H-].[Na+] (Sodium hydride). Run in CN(C=O)C (N,N-dimethylformamide), C1CCCCC1.C(C)(=O)OCC (cyclohexane ethyl acetate), CC(C)(C)OC (MTBE). Run at temperature 0 celsius, time 15 minute. Yields the product C(C)(C)N1N=C(C=C1)C=1SC=C(C1)C (1-isopropyl-3-(4-methyl-2-thienyl)-1H-pyrazole), C(C)(C)N1N=CC=C1C=1SC=C(C1)C (1-isopropyl-5-(4-methyl-2-thienyl)-1H-pyrazole). Isolated yield 16.0%. As a reaction SMILES: [CH3:1][C:2]1[CH:3]=[C:4]([C:7]2[CH:11]=[CH:10][NH:9][N:8]=2)[S:5][CH:6]=1.[H-].[Na+].I[CH:15]([CH3:17])[CH3:16].O>CN(C)C=O.C1CCCCC1.C(OCC)(=O)C.CC(OC)(C)C>[CH:15]([N:9]1[CH:10]=[CH:11][C:7]([C:4]2[S:5][CH:6]=[C:2]([CH3:1])[CH:3]=2)=[N:8]1)([CH3:17])[CH3:16].[CH:15]([N:8]1[C:7]([C:4]2[S:5][CH:6]=[C:2]([CH3:1])[CH:3]=2)=[CH:11][CH:10]=[N:9]1)([CH3:17])[CH3:16] |f:1.2,6.7|. Procedure details: 3-(4-methyl-2-thienyl)-1H-pyrazole (9.0 mmol) was dissolved in 20 mL dry N,N-dimethylformamide and cooled to 0° C. under argon atmosphere. Sodium hydride (13.5 mmol, 60% dispersion in mineral oil) was added in portions at 0° C. The reaction mixture was allowed to warm to room temperature and was stirred at room temperature for 15 min. After cooling to 0° C. again, 2-iodopropane (18.0 mmol) was added dropwise at 0° C. The reaction mixture was stirred at room temperature for 14 h. Water and MTBE w... Starting materials: C(C(C)C)N1CCC2(CCNC2)CC1 (8-isobutyl-2,8-diazaspiro[4.5]decane), C(C)OC(C1=CC=C(C=O)C=C1)OCC (4-(diethoxymethyl)benzaldehyde), C(C)(=O)O[BH-](OC(C)=O)OC(C)=O.[Na+] (sodium triacetoxyborohydride), [OH-].[Na+] (sodium hydroxide). Solvent: C(C)(=O)O.CN(C=O)C (acetic acid dimethylformamide). Run at time 14 hour. Product: C(C)OC(C1=CC=C(CN2CC3(CC2)CCN(CC3)CC(C)C)C=C1)OCC (2-[4-(diethoxymethyl)benzyl]-8-isobutyl-2,8-diazaspiro[4.5]decane). Isolated yield 61.5%. RXN SMILES: [CH2:1]([N:5]1[CH2:14][CH2:13][C:8]2([CH2:12][NH:11][CH2:10][CH2:9]2)[CH2:7][CH2:6]1)[CH:2]([CH3:4])[CH3:3].[CH2:15]([O:17][CH:18]([O:27][CH2:28][CH3:29])[C:19]1[CH:26]=[CH:25][C:22]([CH:23]=O)=[CH:21][CH:20]=1)[CH3:16].C(O[BH-](OC(=O)C)OC(=O)C)(=O)C.[Na+].[OH-].[Na+]>C(O)(=O)C.CN(C)C=O>[CH2:28]([O:27][CH:18]([O:17][CH2:15][CH3:16])[C:19]1[CH:26]=[CH:25][C:22]([CH2:23][N:11]2[CH2:10][CH2:9][C:8]3([CH2:7][CH2:6][N:5]([CH2:1][CH:2]([CH3:4])[CH3:3])[CH2:14][CH2:13]3)[CH2:12]2)=[CH:21][CH:20]=1)[CH3:29] |f:2.3,4.5,6.7|. Procedure: To a 10% acetic acid-dimethylformamide (10 mL) solution of 8-isobutyl-2,8-diazaspiro[4.5]decane (600 mg) and 4-(diethoxymethyl)benzaldehyde (661 mg), sodium triacetoxyborohydride (1.30 g) was added. The reaction solution was stirred at room temperature for 14 hours. To the reaction solution, an aqueous 5N sodium hydroxide solution (10 mL) was added. The aqueous layer was extracted twice with dichloromethane (20 mL). The combined organic layer was washed with saturated sodium chloride solution (2... The reactants are COc1ccc(C(=O)Nc2c(Cl)cncc2Cl)c2c1OCC2CC(=O)O, NCc1ccccn1. Product: COc1ccc(C(=O)Nc2c(Cl)cncc2Cl)c2c1OCC2CC(=O)NCc1ccccn1. RXN SMILES: [C:1](=[O:2])([OH:3])[CH2:4][CH:5]1[CH2:6][O:7][c:8]2[c:9]1[c:10]([C:16](=[O:17])[NH:18][c:19]1[c:20]([Cl:26])[cH:21][n:22][cH:23][c:24]1[Cl:25])[cH:11][cH:12][c:13]2[O:14][CH3:15].[n:27]1[c:28]([CH2:33][NH2:34])[cH:29][cH:30][cH:31][cH:32]1>>[C:1](=[O:2])([CH2:4][CH:5]1[CH2:6][O:7][c:8]2[c:9]1[c:10]([C:16](=[O:17])[NH:18][c:19]1[c:20]([Cl:26])[cH:21][n:22][cH:23][c:24]1[Cl:25])[cH:11][cH:12][c:13]2[O:14][CH3:15])[NH:34][CH2:33][c:28]1[n:27][cH:32][cH:31][cH:30][cH:29]1. The reactants are FC(C(=O)[O-])(F)F.C1(CCCCC1)[C@@H]1NC(O[C@H]2[C@H](CCCCCC=3C(=NC=4C=CC=CC4C3OC3CC[NH2+]CC3)O[C@@H]3C[C@H](N(C1=O)C3)C(N[C@]3([C@@H](C3)C=C)C(NS(=O)(=O)C3(CC3)C)=O)=O)C2)=O (4-{[(1aR,5S,8S,10R,22aR)-5-cyclohexyl-8-{[(1R,2S)-2-ethenyl-1-{[(1-methylcyclopropyl)sulfonyl]carbamoyl}cyclopropyl]carbamoyl}-3,6-dioxo-1,1a,3,4,5,6,9,10,18,19,20,21,22,22a-tetradecahydro-8H-7,10-methanocyclopropa[18,19][1,10,3,6]dioxadiazacyclononadecino[11,12-b]quinolin-17-yl]oxy}-piperidinium trifluoroacetate), CCN(C(C)C)C(C)C (Hunig's base), FC(S(=O)(=O)OCC(F)(F)F)(F)F (2,2,2-trifluoroethyl trifluoromethanesulfonate). Solvent: C(C)#N (acetonitrile). Conditions: temperature 55 celsius, time 3 hour. Yields the product C(=O)[O-].C1(CCCCC1)[C@@H]1NC(O[C@H]2[C@H](CCCCCC=3C(=NC=4C=CC=CC4C3OC3CC[NH+](CC3)CC(F)(F)F)O[C@@H]3C[C@H](N(C1=O)C3)C(N[C@]3([C@@H](C3)C=C)C(NS(=O)(=O)C3(CC3)C)=O)=O)C2)=O (4-{[(1aR,5S,8S,10R,22aR)-5-cyclohexyl-8-{[(1R,2S)-2-ethenyl-1-{[(1-methylcyclopropyl)sulfonyl]carbamoyl}cyclopropyl]carbamoyl}-3,6-dioxo-1,1a,3,4,5,6,9,10,18,19,20,21,22,22a-tetradecahydro-8 H-7,10-methanocyclopropa[18,19][1,10,3,6]dioxadiazacyclononadecino[11,12-b]quinolin-17-yl]oxy}-1-(2,2,2-trifluoroethyl)piperidinium formate). Reaction SMILES: FC(F)(F)[C:3]([O-:5])=[O:4].[CH:8]1([C@H:14]2[C:47](=[O:48])[N:46]3[CH2:49][C@@H:43]([CH2:44][C@H:45]3[C:50](=[O:67])[NH:51][C@:52]3([C:57](=[O:66])[NH:58][S:59]([C:62]4([CH3:65])[CH2:64][CH2:63]4)(=[O:61])=[O:60])[CH2:54][C@H:53]3[CH:55]=[CH2:56])[O:42][C:26]3=[N:27][C:28]4[CH:29]=[CH:30][CH:31]=[CH:32][C:33]=4[C:34]([O:35][CH:36]4[CH2:41][CH2:40][NH2+:39][CH2:38][CH2:37]4)=[C:25]3[CH2:24][CH2:23][CH2:22][CH2:21][CH2:20][C@@H:19]3[CH2:68][C@H:18]3[O:17][C:16](=[O:69])[NH:15]2)[CH2:13][CH2:12][CH2:11][CH2:10][CH2:9]1.CCN(C(C)C)C(C)C.FC(F)(F)S(O[CH2:85][C:86]([F:89])([F:88])[F:87])(=O)=O>C(#N)C>[CH:3]([O-:5])=[O:4].[CH:8]1([C@H:14]2[C:47](=[O:48])[N:46]3[CH2:49][C@@H:43]([CH2:44][C@H:45]3[C:50](=[O:67])[NH:51][C@:52]3([C:57](=[O:66])[NH:58][S:59]([C:62]4([CH3:65])[CH2:63][CH2:64]4)(=[O:61])=[O:60])[CH2:54][C@H:53]3[CH:55]=[CH2:56])[O:42][C:26]3=[N:27][C:28]4[CH:29]=[CH:30][CH:31]=[CH:32][C:33]=4[C:34]([O:35][CH:36]4[CH2:37][CH2:38][NH+:39]([CH2:85][C:86]([F:89])([F:88])[F:87])[CH2:40][CH2:41]4)=[C:25]3[CH2:24][CH2:23][CH2:22][CH2:21][CH2:20][C@@H:19]3[CH2:68][C@H:18]3[O:17][C:16](=[O:69])[NH:15]2)[CH2:13][CH2:12][CH2:11][CH2:10][CH2:9]1 |f:0.1,5.6|. Procedure: To a solution of the product from Step 1 (101 mg, 0.102 mmol) in acetonitrile (5 mL) was added Hunig's base (0.089 mL, 0.511 mmol) followed by 2,2,2-trifluoroethyl trifluoromethanesulfonate (71.1 mg, 0.306 mmol). The reaction was stirred at 55° C. for 3 hours after which it was quenched with water and extracted with EtOAc. Purification by PTLC (3% MeOH in CH2Cl2) followed by reverse phase HPLC (0 to 90% acetonitrile in water; with 0.1% HCOOH) provided the title compound. The reactants are C1CCOC1, CC(C)CCCC(C)C1CCC2C3CC=C4CC(N(CCCNC(=O)CCNC(=O)CCNC(=O)CCCCCNc5ccc([N+](=O)[O-])cc5[N+](=O)[O-])S(=O)(=O)c5ccccc5[N+](=O)[O-])CCC4(C)C3CCC12C, [K+], [K+], O=C([O-])[O-], CN(C)C=O, Sc1ccccc1. Product: CC(C)CCCC(C)C1CCC2C3CC=C4CC(NCCCNC(=O)CCNC(=O)CCNC(=O)CCCCCNc5ccc([N+](=O)[O-])cc5[N+](=O)[O-])CCC4(C)C3CCC12C. As a reaction SMILES: [CH2:93]1[O:94][CH2:95][CH2:96][CH2:97]1.[CH3:1][CH:2]([CH3:3])[CH2:4][CH2:5][CH2:6][CH:7]([CH3:8])[CH:9]1[CH2:10][CH2:11][CH:12]2[CH:13]3[CH2:14][CH:15]=[C:16]4[CH2:17][CH:18]([N:28]([CH2:29][CH2:30][CH2:31][NH:32][C:33]([CH2:34][CH2:35][NH:36][C:37]([CH2:38][CH2:39][NH:40][C:41]([CH2:42][CH2:43][CH2:44][CH2:45][CH2:46][NH:47][c:48]5[c:49]([N+:57](=[O:58])[O-:59])[cH:50][c:51]([N+:54](=[O:55])[O-:56])[cH:52][cH:53]5)=[O:60])=[O:61])=[O:62])[S:63]([c:64]5[cH:65][cH:66][cH:67][cH:68][c:69]5[N+:70]([O-:71])=[O:72])(=[O:73])=[O:74])[CH2:19][CH2:20][C:21]4([CH3:22])[CH:23]3[CH2:24][CH2:25][C:26]12[CH3:27].[K+:75].[K+:76].[O-:77][C:78]([O-:79])=[O:80].[O:88]=[CH:89][N:90]([CH3:91])[CH3:92].[SH:81][c:82]1[cH:83][cH:84][cH:85][cH:86][cH:87]1>>[CH3:1][CH:2]([CH3:3])[CH2:4][CH2:5][CH2:6][CH:7]([CH3:8])[CH:9]1[CH2:10][CH2:11][CH:12]2[CH:13]3[CH2:14][CH:15]=[C:16]4[CH2:17][CH:18]([NH:28][CH2:29][CH2:30][CH2:31][NH:32][C:33]([CH2:34][CH2:35][NH:36][C:37]([CH2:38][CH2:39][NH:40][C:41]([CH2:42][CH2:43][CH2:44][CH2:45][CH2:46][NH:47][c:48]5[c:49]([N+:57](=[O:58])[O-:59])[cH:50][c:51]([N+:54](=[O:55])[O-:56])[cH:52][cH:53]5)=[O:60])=[O:61])=[O:62])[CH2:19][CH2:20][C:21]4([CH3:22])[CH:23]3[CH2:24][CH2:25][C:26]12[CH3:27]. The reactants are ICC(C)C (1-iodo-2-methylpropane), CCOC(=O)C (EtOAc), O=S1(N=C2N(CC1)C=CC=C2C2=CC=C(C=C2)O)=O (4-(2,2-dioxido-3,4-dihydropyrido[2,1-c][1,2,4]thiadiazin-9-yl)phenol), C([O-])([O-])=O.[K+].[K+] (potassium carbonate), ICC(C)C (1-iodo-2-methylpropane). Solvent: C1CCOC1 (THF), CS(=O)C (DMSO). Run at temperature 130 celsius, time 1 hour. Yields the product CC(COC1=CC=C(C=C1)C1=CC=CN2C1=NS(CC2)(=O)=O)C (9-[4-(2-methylpropoxy)phenyl]-3,4-dihydropyrido[2,1-c][1,2,4]thiadiazine 2,2-dioxide). The yield is 43.2%. As a reaction SMILES: [O:1]=[S:2]1(=[O:19])[CH2:7][CH2:6][N:5]2[CH:8]=[CH:9][CH:10]=[C:11]([C:12]3[CH:17]=[CH:16][C:15]([OH:18])=[CH:14][CH:13]=3)[C:4]2=[N:3]1.C(=O)([O-])[O-].[K+].[K+].I[CH2:27][CH:28]([CH3:30])[CH3:29].CCOC(C)=O>CS(C)=O.C1COCC1>[CH3:27][CH:28]([CH3:30])[CH2:29][O:18][C:15]1[CH:16]=[CH:17][C:12]([C:11]2[C:4]3=[N:3][S:2](=[O:1])(=[O:19])[CH2:7][CH2:6][N:5]3[CH:8]=[CH:9][CH:10]=2)=[CH:13][CH:14]=1 |f:1.2.3|. Procedure details: To a mixture of 4-(2,2-dioxido-3,4-dihydropyrido[2,1-c][1,2,4]thiadiazin-9-yl)phenol (200 mg), potassium carbonate (260 mg) in DMSO (4 mL) was added 1-iodo-2-methylpropane (173 mg). The mixture was stirred at 130° C. for 1 hr. Another 1-iodo-2-methylpropane (0.10 mL) was added and the mixture was stirred at room temperature overnight. 0.5N NaOHaq, EtOAc and THF were added and the extracted organic layer was washed with water and brine, dried over anhydrous sodium sulfate and concentrated in vacu... RXN SMILES: [C:11](=[O:12])([O:13][C:14]([CH3:15])([CH3:16])[CH3:17])[N:18]1[CH2:19][CH2:20][NH:21][CH2:22][CH2:23]1.[C:24](=[O:25])([O-:26])[O-:27].[CH3:121][CH2:122][O:123][CH2:124][CH3:125].[CH3:58][c:59]1[cH:60][cH:61][cH:62][cH:63][cH:64]1.[CH:30]1([P:31]([CH:32]2[CH2:33][CH2:34][CH2:35][CH2:36][CH2:37]2)[c:38]2[cH:39][cH:40][cH:41][cH:42][c:43]2-[c:44]2[cH:45][cH:46][cH:47][cH:48][c:49]2[N:50]([CH3:51])[CH3:52])[CH2:53][CH2:54][CH2:55][CH2:56][CH2:57]1.[Cl:1][c:2]1[c:3]([O:9][CH3:10])[c:4]([Cl:8])[cH:5][cH:6][cH:7]1.[Cs+:28].[Cs+:29].[O:103]=[C:104]([CH:105]=[CH:106][c:107]1[cH:108][cH:109][cH:110][cH:111][cH:112]1)[CH:113]=[CH:114][c:115]1[cH:116][cH:117][cH:118][cH:119][cH:120]1.[O:67]=[C:68]([CH:69]=[CH:70][c:71]1[cH:72][cH:73][cH:74][cH:75][cH:76]1)[CH:77]=[CH:78][c:79]1[cH:80][cH:81][cH:82][cH:83][cH:84]1.[O:85]=[C:86]([CH:87]=[CH:88][c:89]1[cH:90][cH:91][cH:92][cH:93][cH:94]1)[CH:95]=[CH:96][c:97]1[cH:98][cH:99][cH:100][cH:101][cH:102]1.[Pd:65].[Pd:66]>>[c:2]1([N:21]2[CH2:20][CH2:19][N:18]([C:11](=[O:12])[O:13][C:14]([CH3:15])([CH3:16])[CH3:17])[CH2:23][CH2:22]2)[c:3]([O:9][CH3:10])[c:4]([Cl:8])[cH:5][cH:6][cH:7]1. Yields the product COc1c(Cl)cccc1N1CCN(C(=O)OC(C)(C)C)CC1. Starting materials: CC(C)(C)OC(=O)N1CCNCC1, O=C([O-])[O-], CCOCC, Cc1ccccc1, CN(C)c1ccccc1-c1ccccc1P(C1CCCCC1)C1CCCCC1, COc1c(Cl)cccc1Cl, [Cs+], [Cs+], O=C(C=Cc1ccccc1)C=Cc1ccccc1, O=C(C=Cc1ccccc1)C=Cc1ccccc1, O=C(C=Cc1ccccc1)C=Cc1ccccc1, [Pd], [Pd]. Reactants: N,N'-carbonylbisimidazole, N1C(=NC=C1)C=1C=CC=C(C1C(=O)O)O (6-imidazolylsalicylic acid), [H-].[Na+] (sodium hydride), ClN1CN(CN(C1)OC)OC (1-chloro-3,5-dimethoxy-s-triazine), ON1N=CC=C1 (N-hydroxypyrazole), P(O)(O)(O)=O (phosphoric acid). The solvent is O1CCCC1 (tetrahydrofuran). Conditions: time 30 minute. Product: N1C(=NC=C1)C1=CC=CC(=C1C(=O)ON1N=CC=C1)ON1CN(CN(C1)OC)OC (6-Imidazolyl-2-(3,5-dimethoxy-s-triazin-1-yloxy)-1-[(1-pyrazolyl)-oxycarbonyl]-benzene). RXN SMILES: [NH:1]1[CH:5]=[CH:4][N:3]=[C:2]1[C:6]1[CH:7]=[CH:8][CH:9]=[C:10]([OH:15])[C:11]=1[C:12]([OH:14])=[O:13].O[N:17]1[CH:21]=[CH:20][CH:19]=[N:18]1.[H-].[Na+].Cl[N:25]1[CH2:30][N:29]([O:31][CH3:32])[CH2:28][N:27]([O:33][CH3:34])[CH2:26]1.P(=O)(O)(O)O>O1CCCC1>[NH:1]1[CH:5]=[CH:4][N:3]=[C:2]1[C:6]1[C:11]([C:12]([O:14][N:17]2[CH:21]=[CH:20][CH:19]=[N:18]2)=[O:13])=[C:10]([O:15][N:25]2[CH2:30][N:29]([O:31][CH3:32])[CH2:28][N:27]([O:33][CH3:34])[CH2:26]2)[CH:9]=[CH:8][CH:7]=1 |f:2.3|. Reported procedure: 1.75 g (10.8 mmol) of N,N'-carbonylbisimidazole is added to a solution of 1.88 g (10 mmol) of 6-imidazolylsalicylic acid in 30 ml of tetrahydrofuran. After the mixture has been stirred for 30 minutes at room temperature, 9.9 mmol of N-hydroxypyrazole is added and the mixture is stirred for a further 14 hours. The reaction mixture is then hydrolyzed with 300 ml of 1N phosphoric acid and the resulting mixture is extracted several times with methyl tert-butyl ether. The organic phases are dried ove...